describe an organic reaction: reactants, conditions, products, and yield From a dataset of the Open Reaction Database (ORD), a public repository of structured organic reaction records. The reactants are C(C)(=O)OC(C)=O (acetic anhydride), [N+](=O)(O)[O-] (nitric acid), ClCC(=O)NC1=CC=NN1C1=C(C=C(C=C1Cl)C(F)(F)F)Cl (5-chloroacetamido-1-(2,6-dichloro-4-trifluoromethyl-phenyl)-pyrazole). Solvent: C(C)(=O)O (acetic acid). Run at time 6 hour. Product: ClCC(=O)NC1=C(C=NN1C1=C(C=C(C=C1Cl)C(F)(F)F)Cl)[N+](=O)[O-] (5-chloroacetamido-4-nitro-1-(2,6-dichloro-4-trifluoromethylphenyl)-pyrazole). Isolated yield 89.0%. RXN SMILES: C(OC(=O)C)(=O)C.[N+:8]([O-:11])(O)=[O:9].[Cl:12][CH2:13][C:14]([NH:16][C:17]1[N:21]([C:22]2[C:27]([Cl:28])=[CH:26][C:25]([C:29]([F:32])([F:31])[F:30])=[CH:24][C:23]=2[Cl:33])[N:20]=[CH:19][CH:18]=1)=[O:15]>C(O)(=O)C>[Cl:12][CH2:13][C:14]([NH:16][C:17]1[N:21]([C:22]2[C:27]([Cl:28])=[CH:26][C:25]([C:29]([F:31])([F:32])[F:30])=[CH:24][C:23]=2[Cl:33])[N:20]=[CH:19][C:18]=1[N+:8]([O-:11])=[O:9])=[O:15]. Procedure: 1.03 ml (0.011 mol) of acetic anhydride and 0.56 ml (0.013 mol) of 98 percent strength nitric acid are added successively to 4.2 g (0.011 mol) of 5-chloroacetamido-1-(2,6-dichloro-4-trifluoromethyl-phenyl)-pyrazole in 20 ml of glacial acetic acid at 15° C. After stirring for 6 hours, the mixture is concentrated in vacuo, the residue is taken up in 100 ml of dichloromethane and washed successively with saturated sodium bicarbonate solution and saturated sodium chloride solution. The organic phase... Yields the product C1(=CC=CC=C1)C(=C(C(=O)O)C#N)C1=CC=CC=C1 (β,β-Diphenyl-α-cyanoacrylic acid). As a reaction SMILES: [C:1]1([C:7]([C:16]2[CH:21]=[CH:20][CH:19]=[CH:18][CH:17]=2)=[C:8]([C:14]#[N:15])[C:9]([O:11]CC)=[O:10])[CH:6]=[CH:5][CH:4]=[CH:3][CH:2]=1.[OH-].[Na+]>CO.O>[C:1]1([C:7]([C:16]2[CH:21]=[CH:20][CH:19]=[CH:18][CH:17]=2)=[C:8]([C:14]#[N:15])[C:9]([OH:11])=[O:10])[CH:2]=[CH:3][CH:4]=[CH:5][CH:6]=1 |f:1.2,3.4|. Reported procedure: To 200 ml. of methanol:water (1:4) solution containing 55 g. (0.2 mole) of ethyl β,β-diphenyl-α-cyanoacrylate (CYASORB N-35, American Cyanamid), 18 g. of 50% NaOH (0.22 mole) is added and the soluton is stirred at about 20° C. overnight. After it is washed with ether, the aqueous solution is neutralized with dilute HCl to precipitate the product. The yield is 48 g., 97%, m.p., 207°-209° C. Reaction conditions: temperature 20 celsius, time 8 hour. Run in CO.O (methanol water). Starting materials: C1(=CC=CC=C1)C(=C(C(=O)OCC)C#N)C1=CC=CC=C1 (ethyl β,β-diphenyl-α-cyanoacrylate), [OH-].[Na+] (NaOH). Reactants: C(C(=O)[O-])(=O)[O-] (oxalate), C(C(=O)O)(=O)O (oxalic acid), C(C(=O)[O-])(=O)[O-] (oxalate), O=C1CCC(CC1)C1=CC=C(OCCCN2C[C@H](CCC2)C)C=C1 ((3S)-1-{3-[4-(4-oxocyclohexyl)phenoxy]propyl}-3-methylpiperidine), [BH4-].[Na+] (sodium borohydride). The solvent is C(C)O (ethanol), C(C)OCC (diethyl ether), CO (methanol). Conditions: time 1 hour. Product: O[C@@H]1CC[C@H](CC1)C1=CC=C(OCCCN2C[C@H](CCC2)C)C=C1 ((3S)-1-{3-[trans-4-(4-hydroxycyclohexyl)phenoxy]propyl}-3-methylpiperidine). The yield is 19.3%. RXN SMILES: [O:1]=[C:2]1[CH2:7][CH2:6][CH:5]([C:8]2[CH:24]=[CH:23][C:11]([O:12][CH2:13][CH2:14][CH2:15][N:16]3[CH2:21][CH2:20][CH2:19][C@H:18]([CH3:22])[CH2:17]3)=[CH:10][CH:9]=2)[CH2:4][CH2:3]1.[BH4-].[Na+].C([O-])(=O)C([O-])=O.C(O)(=O)C(O)=O>CO.C(O)C.C(OCC)C>[OH:1][C@H:2]1[CH2:7][CH2:6][C@H:5]([C:8]2[CH:24]=[CH:23][C:11]([O:12][CH2:13][CH2:14][CH2:15][N:16]3[CH2:21][CH2:20][CH2:19][C@H:18]([CH3:22])[CH2:17]3)=[CH:10][CH:9]=2)[CH2:4][CH2:3]1 |f:1.2|. Procedure: A To a solution of (3S)-1-{3-[4-(4-oxocyclohexyl)phenoxy]propyl}-3-methylpiperidine (170 mg) in methanol (5 mL) is added sodium borohydride (20 mg). The mixture is stirred for one hour at room temperature, and then concentrated under reduced pressure. The residue is partitioned between water (5 mL) and ethyl acetate (10 mL). The aqueous phase is extracted twice with ethyl acetate. The organic extracts are pooled, dried over magnesium sulfate, concentrated under reduced pressure to give 129 mg of... Starting materials: ClC=1N(N=C2CCCCC12)C1=C(C=CC(=C1)[N+](=O)[O-])F (3-chloro-2-(2-fluoro-5-nitrophenyl)-4,5,6,7-tetrahydro-2H-indazole), O (water), resultant mixture. Reagents/catalysts: [Fe] (iron). The solvent is C(C)(=O)O (acetic acid), C(C)(=O)O (acetic acid), C(C)(=O)OCC (ethyl acetate), C(C)(=O)OCC (ethyl acetate). Conditions: temperature 80 celsius. The product is NC=1C=CC(=C(C1)N1N=C2CCCCC2=C1Cl)F (2-(5-amino-2-fluorophenyl)-3-chloro-4,5,6,7-tetrahydro-2H-indazole). Yield: 83.9%. Reaction SMILES: [Cl:1][C:2]1[N:3]([C:11]2[CH:16]=[C:15]([N+:17]([O-])=O)[CH:14]=[CH:13][C:12]=2[F:20])[N:4]=[C:5]2[C:10]=1[CH2:9][CH2:8][CH2:7][CH2:6]2.O>C(O)(=O)C.C(OCC)(=O)C.[Fe]>[NH2:17][C:15]1[CH:14]=[CH:13][C:12]([F:20])=[C:11]([N:3]2[C:2]([Cl:1])=[C:10]3[C:5]([CH2:6][CH2:7][CH2:8][CH2:9]3)=[N:4]2)[CH:16]=1. Reported procedure: To a suspension of iron powder (28.75 g) in 5 % aqueous acetic acid (57.5 ml) heated at 80° C., a solution of 3-chloro-2-(2-fluoro-5-nitrophenyl)-4,5,6,7-tetrahydro-2H-indazole (30.45 g) in acetic acid (103 ml) and ethyl acetate (103 ml) was aded, and the resultant mixture was heated at a temperature of 60° to 80° C. under reflux for 3 hours. After cooling, water and ethyl acetate were added to the reaction mixture. The residue was removed by filtration. The filtrate was extracted with ethyl ace... Starting materials: C1CCOC1, CCOC(=O)c1csc(C2CCC2)n1, Cl, [Li+], [OH-], O, O. Yields the product O=C(O)c1csc(C2CCC2)n1. RXN SMILES: [CH2:19]1[O:20][CH2:21][CH2:22][CH2:23]1.[CH:4]1([c:8]2[s:9][cH:10][c:11]([C:13](=[O:14])[O:15][CH2:16][CH3:17])[n:12]2)[CH2:5][CH2:6][CH2:7]1.[ClH:18].[Li+:3].[OH-:2].[OH2:1].[OH2:24]>>[CH:4]1([c:8]2[s:9][cH:10][c:11]([C:13](=[O:14])[OH:15])[n:12]2)[CH2:5][CH2:6][CH2:7]1. The reactants are CC(=O)N1CCC(N(C)C(=O)CN(CC(=O)NCCN(C(C)C)S(=O)(=O)c2ccccc2[N+](=O)[O-])c2cc(-c3noc(C)n3)ccc2C)CC1, O=C([O-])[O-], CC#N, ClCCl, [Cs+], [Cs+], Sc1ccccc1. Product: CC(=O)N1CCC(N(C)C(=O)CN(CC(=O)NCCNC(C)C)c2cc(-c3noc(C)n3)ccc2C)CC1. Reaction SMILES: [C:1]([CH3:2])(=[O:3])[N:4]1[CH2:5][CH2:6][CH:7]([N:10]([C:11]([CH2:12][N:13]([CH2:14][C:15](=[O:16])[NH:17][CH2:18][CH2:19][N:20]([S:21]([c:22]2[cH:23][cH:24][cH:25][cH:26][c:27]2[N+:28]([O-:29])=[O:30])(=[O:31])=[O:32])[CH:33]([CH3:34])[CH3:35])[c:36]2[c:37]([CH3:48])[cH:38][cH:39][c:40](-[c:42]3[n:43][o:44][c:45]([CH3:47])[n:46]3)[cH:41]2)=[O:49])[CH3:50])[CH2:8][CH2:9]1.[C:58](=[O:59])([O-:60])[O-:61].[CH3:64][C:65]#[N:66].[Cl:67][CH2:68][Cl:69].[Cs+:62].[Cs+:63].[SH:51][c:52]1[cH:53][cH:54][cH:55][cH:56][cH:57]1>>[C:1]([CH3:2])(=[O:3])[N:4]1[CH2:5][CH2:6][CH:7]([N:10]([C:11]([CH2:12][N:13]([CH2:14][C:15](=[O:16])[NH:17][CH2:18][CH2:19][NH:20][CH:33]([CH3:34])[CH3:35])[c:36]2[c:37]([CH3:48])[cH:38][cH:39][c:40](-[c:42]3[n:43][o:44][c:45]([CH3:47])[n:46]3)[cH:41]2)=[O:49])[CH3:50])[CH2:8][CH2:9]1. Starting materials: [Al+3], CN(C)c1ccc(C2OC(=O)c3cc(N(C)C)ccc32)cc1, CN(C)c1ccccc1, [Cl-], [Cl-], [Cl-], [Cl-], [Cl-], [Zn+2]. Product: CN(C)c1ccc(C(c2ccc(N(C)C)cc2)c2ccc(N(C)C)cc2C(=O)O)cc1. As a reaction SMILES: [Al+3:2].[CH3:14][N:15]([c:16]1[cH:17][cH:18][c:19]([CH:22]2[O:23][C:24](=[O:25])[c:26]3[cH:27][c:28]([N:32]([CH3:33])[CH3:34])[cH:29][cH:30][c:31]32)[cH:20][cH:21]1)[CH3:35].[CH3:5][N:6]([CH3:7])[c:8]1[cH:9][cH:10][cH:11][cH:12][cH:13]1.[Cl-:1].[Cl-:36].[Cl-:38].[Cl-:3].[Cl-:4].[Zn+2:37]>>[CH3:5][N:6]([CH3:7])[c:8]1[cH:9][cH:10][c:11]([CH:22]([c:19]2[cH:18][cH:17][c:16]([N:15]([CH3:14])[CH3:35])[cH:21][cH:20]2)[c:31]2[c:26]([C:24](=[O:23])[OH:25])[cH:27][c:28]([N:32]([CH3:33])[CH3:34])[cH:29][cH:30]2)[cH:12][cH:13]1. Starting materials: C(C)(C)(C)OC(NC1(CCC1)C1=CC=C(C=C1)C=1C(=CC2=C(OCC(N2)=O)N1)C1=CC=CC=C1)=O (tert-butyl(1-(4-(2-oxo-7-phenyl-2,3-dihydro-1H-pyrido[2,3-b][1,4]oxazin-6-yl)phenyl)cyclobutyl)carbamate), C([O-])([O-])=O.[K+].[K+] (potassium carbonate), ClCC(=O)N (2-chloroacetamide). Solvent: CN(C)C=O (DMF). Reaction conditions: time 8 hour. Yields the product C(C)(C)(C)OC(NC1(CCC1)C1=CC=C(C=C1)C=1C(=CC2=C(OCC(N2CC(=O)N)=O)N1)C1=CC=CC=C1)=O (tert-butyl(1-(4-(1-(2-amino-2-oxoethyl)-2-oxo-7-phenyl-2,3-dihydro-1H-pyrido[2,3-b][1,4]oxazin-6-yl)phenyl)cyclobutyl)carbamate). Yield: 66.2%. Reaction SMILES: [C:1]([O:5][C:6](=[O:35])[NH:7][C:8]1([C:12]2[CH:17]=[CH:16][C:15]([C:18]3[C:19]([C:29]4[CH:34]=[CH:33][CH:32]=[CH:31][CH:30]=4)=[CH:20][C:21]4[NH:26][C:25](=[O:27])[CH2:24][O:23][C:22]=4[N:28]=3)=[CH:14][CH:13]=2)[CH2:11][CH2:10][CH2:9]1)([CH3:4])([CH3:3])[CH3:2].C(=O)([O-])[O-].[K+].[K+].Cl[CH2:43][C:44]([NH2:46])=[O:45]>CN(C=O)C>[C:1]([O:5][C:6](=[O:35])[NH:7][C:8]1([C:12]2[CH:13]=[CH:14][C:15]([C:18]3[C:19]([C:29]4[CH:30]=[CH:31][CH:32]=[CH:33][CH:34]=4)=[CH:20][C:21]4[N:26]([CH2:43][C:44]([NH2:46])=[O:45])[C:25](=[O:27])[CH2:24][O:23][C:22]=4[N:28]=3)=[CH:16][CH:17]=2)[CH2:11][CH2:10][CH2:9]1)([CH3:4])([CH3:2])[CH3:3] |f:1.2.3|. Reported procedure: To a solution of tert-butyl(1-(4-(2-oxo-7-phenyl-2,3-dihydro-1H-pyrido[2,3-b][1,4]oxazin-6-yl)phenyl)cyclobutyl)carbamate (19 mg, 0.04 mmol) in dry DMF (1 mL) was added potassium carbonate (12 mg, 0.08 mmol) and 2-chloroacetamide (12 mg, 0.12 mmol) at room temperature under nitrogen. The reaction mixture was stirred overnight at room temperature and concentrated to dryness under reduced pressure. The resulting residue was purified by silica gel chromatography (gradient 0 to 80% AcOEt in hexane) ... The reactants are CC(C)(C)c1ccc(OS(C)(=O)=O)c(C(C)(C)C)c1, CO, O=C[O-], [Li+], O. The product is CC(C)(C)c1cccc(C(C)(C)C)c1. As a reaction SMILES: [CH3:1][S:2]([O:3][c:6]1[c:7]([C:16]([CH3:17])([CH3:18])[CH3:19])[cH:8][c:9]([C:12]([CH3:13])([CH3:14])[CH3:15])[cH:10][cH:11]1)(=[O:4])=[O:5].[CH3:24][OH:25].[CH:20]([O-:21])=[O:22].[Li+:23].[OH2:26]>>[cH:6]1[c:7]([C:16]([CH3:17])([CH3:18])[CH3:19])[cH:8][c:9]([C:12]([CH3:13])([CH3:14])[CH3:15])[cH:10][cH:11]1.